This data is from the Open Reaction Database (ORD), a public repository of structured organic reaction records. The task is: describe an organic reaction: reactants, conditions, products, and yield Procedure details: 15.1 g of methyl 2-chloroacetate is added to a suspension of 14.7 g of 4-isobutylthiosemicarbazide in 150 ml of tetrahydrofuran. The mixture is stirred for 30 minutes and then boiled. After stirring for a further hour at 65° C., the mixture is cooled, the precipitated solid is isolated and washed with acetone. The residue is dissolved hot in water, filtered off from the precipitated sulfur and, after cooling, aqueous ammonia solution is added. After suction filtering and drying the product, 3-is... Reaction conditions: time 30 minute. As a reaction SMILES: Cl[CH2:2][C:3]([O:5][CH3:6])=[O:4].[CH2:7]([NH:11][C:12](=S)[NH:13][NH2:14])[CH:8]([CH3:10])[CH3:9].O1CC[CH2:18][CH2:17]1>>[CH2:7]([NH:11][C:12]1[C:2]([C:3]([O:5][CH3:6])=[O:4])=[C:17]([CH3:18])[NH:14][N:13]=1)[CH:8]([CH3:10])[CH3:9]. Reactants: ClCC(=O)OC (methyl 2-chloroacetate), C(C(C)C)NC(NN)=S (4-isobutylthiosemicarbazide), O1CCCC1 (tetrahydrofuran). Yields the product C(C(C)C)NC1=NNC(=C1C(=O)OC)C (3-isobutylamino-4-methoxycarbonyl-5-methylpyrazole).